This data is from the Open Reaction Database (ORD), a public repository of structured organic reaction records. The task is: describe an organic reaction: reactants, conditions, products, and yield The reactants are ClC=1C=CC(=C(C(=O)N(CC)CC)C1)I (5-chloro-N,N-diethyl-2-iodobenzamide), C(CCC)[Li] (n-butyllithium), CCCCCC (hexane), N1=CC=C(C=C1)C=1SC2=C(C1)C(CCC2)=O (2-pyridin-4-yl-6,7-dihydro-1-benzothiophen-4(5H)-one). Solvent: O1CCCC1 (tetrahydrofuran), O1CCCC1 (tetrahydrofuran), CCOC(=O)C (EtOAc). Conditions: temperature -78 celsius, time 5 minute. Yields the product ClC1=CC2=C(C=C1)C1(CCCC3=C1C=C(S3)C3=CC=NC=C3)OC2=O (5-chloro-2′-pyridin-4-yl-6′,7′-dihydro-3H,5′H-spiro[2-benzofuran-1,4′-[1]benzothiophen]-3-one). The yield is 77.1%. RXN SMILES: [Cl:1][C:2]1[CH:3]=[CH:4][C:5](I)=[C:6]([CH:14]=1)[C:7](N(CC)CC)=[O:8].C([Li])CCC.CCCCCC.[N:27]1[CH:32]=[CH:31][C:30]([C:33]2[S:34][C:35]3[CH2:41][CH2:40][CH2:39][C:38](=[O:42])[C:36]=3[CH:37]=2)=[CH:29][CH:28]=1>O1CCCC1.CCOC(C)=O>[Cl:1][C:2]1[CH:3]=[CH:4][C:5]2[C:38]3([O:42][C:7](=[O:8])[C:6]=2[CH:14]=1)[C:36]1[CH:37]=[C:33]([C:30]2[CH:31]=[CH:32][N:27]=[CH:28][CH:29]=2)[S:34][C:35]=1[CH2:41][CH2:40][CH2:39]3. Reported procedure: In a 100 mL round bottomed flask was placed 5-chloro-N,N-diethyl-2-iodobenzamide (840 mg, 2.5 mmol) and tetrahydrofuran (10 mL). The mixture was stirred for 5 min at −78° C. then n-butyllithium in hexane (1.6M, 1.8 mL, 2.9 mmol) was added and the mixture was stirred for an additional 30 min at the same temperature. To the mixture was added a solution of 2-pyridin-4-yl-6,7-dihydro-1-benzothiophen-4(5H)-one (445 mg, 1.94 mmol) in tetrahydrofuran (15 mL). The mixture was stirred for an additional 1... Product: CCOC(=O)C(Cc1cccc(C#N)c1)NS(=O)(=O)c1ccc2c(c1)CN(C(C)C)CC2. The reactants are O=C([O-])[O-], CCOC(=O)C(Cc1cccc(C#N)c1)NS(=O)(=O)c1ccc2c(c1)CNCC2, CC#N, CC(C)I, [K+], [K+]. As a reaction SMILES: [C:34](=[O:35])([O-:36])[O-:37].[CH2:1]([CH3:2])[O:3][C:4]([CH:5]([NH:6][S:7](=[O:8])(=[O:9])[c:10]1[cH:11][cH:12][c:13]2[c:18]([cH:19]1)[CH2:17][NH:16][CH2:15][CH2:14]2)[CH2:20][c:21]1[cH:22][c:23]([C:27]#[N:28])[cH:24][cH:25][cH:26]1)=[O:29].[CH3:40][C:41]#[N:42].[I:30][CH:31]([CH3:32])[CH3:33].[K+:38].[K+:39]>>[CH2:1]([CH3:2])[O:3][C:4]([CH:5]([NH:6][S:7](=[O:8])(=[O:9])[c:10]1[cH:11][cH:12][c:13]2[c:18]([cH:19]1)[CH2:17][N:16]([CH:31]([CH3:32])[CH3:33])[CH2:15][CH2:14]2)[CH2:20][c:21]1[cH:22][c:23]([C:27]#[N:28])[cH:24][cH:25][cH:26]1)=[O:29]. Starting materials: C1CCC2=NCCCN2CC1, Cc1ccc(CO)nc1, COCCOC, CS(=O)c1nc(N)nc(-c2ccco2)c1C#N. The product is Cc1ccc(COc2nc(N)nc(-c3ccco3)c2C#N)nc1. Reaction SMILES: [CH2:27]1[CH2:28][CH2:29][C:30]2=[N:35][CH2:34][CH2:33][CH2:32][N:31]2[CH2:36][CH2:37]1.[CH3:18][c:19]1[cH:20][cH:21][c:22]([CH2:25][OH:26])[n:23][cH:24]1.[CH3:38][O:39][CH2:40][CH2:41][O:42][CH3:43].[NH2:1][c:2]1[n:3][c:4]([S:15]([CH3:16])=[O:17])[c:5]([C:13]#[N:14])[c:6](-[c:8]2[o:9][cH:10][cH:11][cH:12]2)[n:7]1>>[NH2:1][c:2]1[n:3][c:4]([O:26][CH2:25][c:22]2[cH:21][cH:20][c:19]([CH3:18])[cH:24][n:23]2)[c:5]([C:13]#[N:14])[c:6](-[c:8]2[o:9][cH:10][cH:11][cH:12]2)[n:7]1. Reactants: C1(=CC=CC=C1)S (thiophenol), I[Si](C)(C)C (iodotrimethylsilane), FC1=CC=C(C=C1)C=1N=C2N(C=CC(=C2)C2CCN(CC2)C(=O)OCC2=CC=CC=C2)C1C1=NC=NC=C1 (Benzyl 4-[2-(4-fluorophenyl)-3-(pyrimidin-4-yl)imidazo[1,2-a]pyridin-7-yl]-piperidine-1-carboxylate). Solvent: C(C)#N (acetonitrile). As a reaction SMILES: [F:1][C:2]1[CH:7]=[CH:6][C:5]([C:8]2[N:9]=[C:10]3[CH:15]=[C:14]([CH:16]4[CH2:21][CH2:20][N:19](C(OCC5C=CC=CC=5)=O)[CH2:18][CH2:17]4)[CH:13]=[CH:12][N:11]3[C:32]=2[C:33]2[CH:38]=[CH:37][N:36]=[CH:35][N:34]=2)=[CH:4][CH:3]=1.C1(S)C=CC=CC=1.I[Si](C)(C)C>C(#N)C>[F:1][C:2]1[CH:3]=[CH:4][C:5]([C:8]2[N:9]=[C:10]3[CH:15]=[C:14]([CH:16]4[CH2:21][CH2:20][NH:19][CH2:18][CH2:17]4)[CH:13]=[CH:12][N:11]3[C:32]=2[C:33]2[CH:38]=[CH:37][N:36]=[CH:35][N:34]=2)=[CH:6][CH:7]=1. Isolated yield 94.6%. Product: FC1=CC=C(C=C1)C=1N=C2N(C=CC(=C2)C2CCNCC2)C1C1=NC=NC=C1 (2-(4-fluorophenyl)-3-(pyrimidin-4-yl)-7-piperidin-4-ylimidazo[1,2-a]pyridine). Run at time 12 hour. Procedure details: Benzyl 4-{3-[(2E)-3-(dimethylamino)prop-2-enoyl]-2-(4-fluorophenyl)imidazo-[1,2-a]pyridin-7-yl}piperidin-1-carboxylate (Example 1, Step 5, 0.570 mmol, 300 mg) was charged with 1-propanol (5 mL), formamidine HCl (2.28 mmol, 183 mg), and sodium methoxide (2.28 mmol, 0.521 mL of a 25% w/w solution in methanol). This reaction was heated to 100° C. for 12 hours. The reaction was then poured into a separatory funnel, diluted with methylene chloride (100 mL), washed with 50 mL saturated aqueous NaHCO3 ... The reactants are C(C)(=O)O (acetic acid), C1(C=2C(C(=O)O1)=CC=CC2)=O (phthalic anhydride), FC(C=1C=C(N)C=C(C1)C(F)(F)F)(F)F (3,5-bis-trifluoromethylaniline). Solvent: O (water), C1CCCCC1 (cyclohexane), O (water). Conditions: temperature 55 celsius. Yields the product FC(C=1C=C(C=C(C1)C(F)(F)F)N1C(C=2C(C1=O)=CC=CC2)=O)(F)F (N-(3,5-Bis-trifluoromethylphenyl)-phthalimide). RXN SMILES: C(O)(=O)C.[C:5]1(=[O:15])[O:10][C:8](=O)[C:7]2=[CH:11][CH:12]=[CH:13][CH:14]=[C:6]12.[F:16][C:17]([F:30])([F:29])[C:18]1[CH:19]=[C:20]([CH:22]=[C:23]([C:25]([F:28])([F:27])[F:26])[CH:24]=1)[NH2:21]>O.C1CCCCC1>[F:16][C:17]([F:29])([F:30])[C:18]1[CH:19]=[C:20]([N:21]2[C:5](=[O:15])[C:6]3=[CH:14][CH:13]=[CH:12][CH:11]=[C:7]3[C:8]2=[O:10])[CH:22]=[C:23]([C:25]([F:26])([F:28])[F:27])[CH:24]=1. Reported procedure: 800 ml of glacial acetic acid are initially introduced into a three-necked flask provided with a thermometer, stirrer and water separator, and are warmed to 55° C. A mixture of 44.4 g (0.3 mol) of phthalic anhydride and 68.7 g (0.3 mol) of distilled 3,5-bis-trifluoromethylaniline is then added and the components are stirred vigorously. On warming to 108° C., a clear solution is obtained. This is kept under reflux at 117° C. for 21/2 hours and is then cooled. 100 ml of cyclohexane are added to th...